Dataset: the Open Reaction Database (ORD), a public repository of structured organic reaction records. Task: describe an organic reaction: reactants, conditions, products, and yield The reactants are raw material, C(C1=CC=CC=C1)(C1=CC=CC=C1)OC1CCNCC1 (4-Benzhydryloxypiperidine), C(=O)C=1C(=NNC1)C(=O)OCC (ethyl 4-formylpyrazole-3-carboxylate), C(C)(=O)O[BH-](OC(C)=O)OC(C)=O.[Na+] (sodium triacetoxyborohydride). Solvent: ClCCl (dichloromethane). Product: C(C1=CC=CC=C1)(C1=CC=CC=C1)OC1CCN(CC1)CC=1C(=NNC1)C(=O)OCC (Ethyl 4-(4-benzhydryloxypiperidin-1-ylmethyl)-1H-pyrazole-3-carboxylate). The yield is 83.8%. RXN SMILES: [CH:1]([O:14][CH:15]1[CH2:20][CH2:19][NH:18][CH2:17][CH2:16]1)([C:8]1[CH:13]=[CH:12][CH:11]=[CH:10][CH:9]=1)[C:2]1[CH:7]=[CH:6][CH:5]=[CH:4][CH:3]=1.[CH:21]([C:23]1[C:24]([C:28]([O:30][CH2:31][CH3:32])=[O:29])=[N:25][NH:26][CH:27]=1)=O.C(O[BH-](OC(=O)C)OC(=O)C)(=O)C.[Na+]>ClCCl>[CH:1]([O:14][CH:15]1[CH2:20][CH2:19][N:18]([CH2:21][C:23]2[C:24]([C:28]([O:30][CH2:31][CH3:32])=[O:29])=[N:25][NH:26][CH:27]=2)[CH2:17][CH2:16]1)([C:8]1[CH:13]=[CH:12][CH:11]=[CH:10][CH:9]=1)[C:2]1[CH:3]=[CH:4][CH:5]=[CH:6][CH:7]=1 |f:2.3|. Reported procedure: 4-Benzhydryloxypiperidine (1.0 g, 3.7 mmol) synthesized in Production Example 1, ethyl 4-formylpyrazole-3-carboxylate (630 mg, 3.7 mmol), and dichloromethane (30 mL) were fed to the system, and the atmosphere of the system was replaced with argon gas, and the system was cooled by ice. At 0° C., sodium triacetoxyborohydride (1.2 g, 5.6 mmol) was added thereto, and the mixture was heated to a room temperature. After the disappearance of the raw material was confirmed by TLC, the reaction mixture w... Reactants: C(C)(=O)OCC (ethyl acetate), [F-].[K+] (Potassium fluoride), BrCC([C@H](CCC1=CC=CC=C1)NC(OC(C)(C)C)=O)=O (tert-butyl (S)-3-bromo-2-oxo-1-phenethylpropylcarbamate), ClC1=C(C(=O)O)C=C(C=C1)Cl (2,5-dichlorobenzoic acid). Solvent: CN(C)C=O (DMF). Conditions: time 2 hour. Product: ClC1=C(C(=O)OCC([C@H](CCC2=CC=CC=C2)NC(=O)OC(C)(C)C)=O)C=C(C=C1)Cl ((S)-3-tert-butoxycarbonylamino-2-oxo-5-phenylpentyl 2,5-dichlorobenzoate). Reaction SMILES: [F-].[K+].Br[CH2:4][C:5](=[O:23])[C@@H:6]([NH:15][C:16](=[O:22])[O:17][C:18]([CH3:21])([CH3:20])[CH3:19])[CH2:7][CH2:8][C:9]1[CH:14]=[CH:13][CH:12]=[CH:11][CH:10]=1.[Cl:24][C:25]1[CH:33]=[CH:32][C:31]([Cl:34])=[CH:30][C:26]=1[C:27]([OH:29])=[O:28].C(OCC)(=O)C>CN(C=O)C>[Cl:24][C:25]1[CH:33]=[CH:32][C:31]([Cl:34])=[CH:30][C:26]=1[C:27]([O:29][CH2:4][C:5](=[O:23])[C@@H:6]([NH:15][C:16]([O:17][C:18]([CH3:21])([CH3:20])[CH3:19])=[O:22])[CH2:7][CH2:8][C:9]1[CH:14]=[CH:13][CH:12]=[CH:11][CH:10]=1)=[O:28] |f:0.1|. Procedure details: Potassium fluoride (0.326 g, 5.61 mmol) was added to a mixture of the tert-butyl (S)-3-bromo-2-oxo-1-phenethylpropylcarbamate (1.00 g, 2.81 mmol) and 2,5-dichlorobenzoic acid (1.07 g, 5.61 mmol) in DMF (10 mL). The mixture was stirred for 2 hours at room temperature and then ethyl acetate (75 mL) was added. The solution was washed with 1M hydrochloric acid (20 mL), saturated aqueous sodium bicarbonate (20 mL), dried (MgSO4), filtered, and evaporated to dryness to provide crude (S)-3-tert-butoxyc...